From a dataset of the Open Reaction Database (ORD), a public repository of structured organic reaction records. describe an organic reaction: reactants, conditions, products, and yield Procedure: A solution of a tert-butyl N-[4-(isopropylamino)-cyclohexyl]methylcarbamate (7.89 mmol, 1 equivalent) in 5 ml of THF was added dropwise to a solution of 1H-benzotriazole-1-carboxaldehyde (8.68 mmol, 1.2 equivalents) in 10 ml of THF at room temperature. The reaction mixture was stirred overnight and heated at reflux temperature for two hours. 1H-benzotriazole-1-carboxaldehyde (additional 1 equivalent) was added to the reaction mixture and stirred overnight. The solvent was removed and dichloromet... Reactants: N1(N=NC2=C1C=CC=C2)C=O (1H-benzotriazole-1-carboxaldehyde), C(C)(C)NC1CCC(CC1)CNC(OC(C)(C)C)=O (tert-butyl N-[4-(isopropylamino)-cyclohexyl]methylcarbamate), N1(N=NC2=C1C=CC=C2)C=O (1H-benzotriazole-1-carboxaldehyde), C1CCOC1 (THF), C1CCOC1 (THF). As a reaction SMILES: C(NC1CCC([CH2:11][NH:12][C:13](=[O:19])[O:14][C:15]([CH3:18])([CH3:17])[CH3:16])CC1)(C)C.[N:20]1([CH:29]=[O:30])[C:24]2[CH:25]=[CH:26][CH:27]=[CH:28][C:23]=2N=N1.[CH2:31]1[CH2:35]OC[CH2:32]1>>[CH:31]([C:29]([NH:20][CH:24]1[CH2:25][CH2:26][CH:27]([N:12]([CH3:11])[C:13](=[O:19])[O:14][C:15]([CH3:16])([CH3:18])[CH3:17])[CH2:28][CH2:23]1)=[O:30])([CH3:35])[CH3:32]. Conditions: time 8 hour. The yield is 100.0%. Product: C(C)(C)C(=O)NC1CCC(CC1)N(C(OC(C)(C)C)=O)C (tert-butyl N-[4-(isopropylformylamino)cyclohexyl]-methyl-carbamate). Starting materials: CS(=O)(=O)c1ccc2c3c(cccc13)C(S)=N2, CCO, NCCCn1ccnc1. Product: CS(=O)(=O)c1ccc2c3c(cccc13)C(NCCCn1ccnc1)=N2. Reaction SMILES: [CH3:1][S:2](=[O:3])(=[O:4])[c:5]1[c:6]2[c:7]3[c:8]([cH:15][cH:16][cH:17]2)[C:9]([SH:14])=[N:10][c:11]3[cH:12][cH:13]1.[CH3:27][CH2:28][OH:29].[n:18]1([CH2:23][CH2:24][CH2:25][NH2:26])[cH:19][n:20][cH:21][cH:22]1>>[CH3:1][S:2](=[O:3])(=[O:4])[c:5]1[c:6]2[c:7]3[c:8]([cH:15][cH:16][cH:17]2)[C:9]([NH:26][CH2:25][CH2:24][CH2:23][n:18]2[cH:19][n:20][cH:21][cH:22]2)=[N:10][c:11]3[cH:12][cH:13]1. The reactants are COC(=O)C(Cc1cccc(C#N)c1)C1CCCN1, O=C(O)c1cc2ccc(Cl)cc2s1. Yields the product COC(=O)C(Cc1cccc(C#N)c1)C1CCCN1C(=O)c1cc2ccc(Cl)cc2s1. Reaction SMILES: [CH3:14][O:15][C:16]([CH:17]([CH2:18][c:19]1[cH:20][c:21]([C:25]#[N:26])[cH:22][cH:23][cH:24]1)[CH:27]1[NH:28][CH2:29][CH2:30][CH2:31]1)=[O:32].[Cl:1][c:2]1[cH:3][cH:4][c:5]2[c:6]([s:7][c:8]([C:10](=[O:11])[OH:12])[cH:9]2)[cH:13]1>>[Cl:1][c:2]1[cH:3][cH:4][c:5]2[c:6]([s:7][c:8]([C:10](=[O:12])[N:28]3[CH:27]([CH:17]([C:16]([O:15][CH3:14])=[O:32])[CH2:18][c:19]4[cH:20][c:21]([C:25]#[N:26])[cH:22][cH:23][cH:24]4)[CH2:31][CH2:30][CH2:29]3)[cH:9]2)[cH:13]1. Starting materials: Polymer B, C(C(=C)C)(=O)OC (methyl methacrylate). Solvent: C1(=CC=CC=C1)C (toluene). Product: C(C(=C)C)(=O)OC (methyl methacrylate), C(C(=C)C)(=O)O (methacrylic acid). RXN SMILES: [C:1]([O:6][CH3:7])(=[O:5])[C:2]([CH3:4])=[CH2:3]>C1(C)C=CC=CC=1>[C:1]([O:6][CH3:7])(=[O:5])[C:2]([CH3:4])=[CH2:3].[C:1]([OH:6])(=[O:5])[C:2]([CH3:4])=[CH2:3]. Procedure: The behenyl half ester of a C24 -C28 alkenyl succinic anhydride polymer produced generally according to the procedure set forth for preparation of Polymer B disclosed in U.S. Pat. No. 3,854,893 was supplied as a solution in toluene, and this solvent was evaporated to leave a waxy solid. This wax, i.e. the reagent, was insoluble in methyl methacrylate monomers at temperatures up to 50° C. A monomer solution containing the wax reagent was formed of 85 g methyl methacrylate, 5 g methacrylic acid an... The product is C[C@@H]1[C@@H]2N(C(N1C1=C(C(=C(C#N)C=C1)Cl)C)=O)CCC2=O (4-[(1R,7aS)-1-Methyl-3,7-dioxo-hexahydropyrrolo[1,2-c]imidazol-2-yl]-2-chloro-3-methylbenzonitrile). Procedure: To a solution of DMSO (20 μL) in CH2Cl2 (1 mL) at −78° C. was added oxalyl chloride (1.0 M in CH2Cl2, 131 μL). This mixture was stirred at −78° C. for 30 min. and then a solution of 61K in CH2Cl2 (20 mg in 1 mL). The reaction was stirred at −78° C. for 1 h and then i-Pr2NEt (100 μL) was added and the reaction was allowed to warm to rt over 1 h. The reaction was extracted with EtOAc and washed twice with 1N HCl and once with saturated NaHCO3. The organic layer was dried over MgSO4, filtered and c... As a reaction SMILES: CS(C)=O.C(Cl)(=O)C(Cl)=O.[OH:11][C@@H:12]1[C@@H:19]2[N:15]([C:16](=[O:31])[N:17]([C:21]3[CH:28]=[CH:27][C:24]([C:25]#[N:26])=[C:23]([Cl:29])[C:22]=3[CH3:30])[C@H:18]2[CH3:20])[CH2:14][CH2:13]1.CCN(C(C)C)C(C)C>C(Cl)Cl>[CH3:20][C@H:18]1[N:17]([C:21]2[CH:28]=[CH:27][C:24]([C:25]#[N:26])=[C:23]([Cl:29])[C:22]=2[CH3:30])[C:16](=[O:31])[N:15]2[CH2:14][CH2:13][C:12](=[O:11])[C@H:19]12. Starting materials: CS(=O)C (DMSO), C(C(=O)Cl)(=O)Cl (oxalyl chloride), CCN(C(C)C)C(C)C (i-Pr2NEt), O[C@H]1CCN2C(N([C@H]([C@@H]21)C)C2=C(C(=C(C#N)C=C2)Cl)C)=O (4-[(1S,7S,7aR)-7-Hydroxy-1-methyl-3-oxo-hexahydropyrrolo[1,2-c]imidazol-2-yl]-2-chloro-3-methylbenzonitrile). Run at temperature -78 celsius, time 30 minute. Solvent: C(Cl)Cl (CH2Cl2), C(Cl)Cl (CH2Cl2).